From a dataset of the Open Reaction Database (ORD), a public repository of structured organic reaction records. describe an organic reaction: reactants, conditions, products, and yield The reactants are CCNCCc1c[nH]c2ccccc12, COC(=O)CCCC(=O)Cl, Cl, c1ccncc1. Yields the product CCN(CCc1c[nH]c2ccccc12)C(=O)CCCC(=O)OC. Reaction SMILES: [CH2:1]([CH3:2])[NH:3][CH2:4][CH2:5][c:6]1[cH:7][nH:8][c:9]2[cH:10][cH:11][cH:12][cH:13][c:14]12.[CH3:15][O:16][C:17](=[O:18])[CH2:19][CH2:20][CH2:21][C:22](=[O:23])[Cl:24].[ClH:25].[cH:26]1[cH:27][cH:28][n:29][cH:30][cH:31]1>>[CH2:1]([CH3:2])[N:3]([CH2:4][CH2:5][c:6]1[cH:7][nH:8][c:9]2[cH:10][cH:11][cH:12][cH:13][c:14]12)[C:22]([CH2:21][CH2:20][CH2:19][C:17]([O:16][CH3:15])=[O:18])=[O:23]. Reactants: O1C(=CC=C1)C1=C2C(=NC(=N1)N)NN=C2 (4-(2-furyl)-1H-pyrazolo[3,4-d]pyrimidine-6-amine), [H-].[Na+] (NaH), O (water), [N+](=O)([O-])C=1C=C(CBr)C=CC1 (3-nitrobenzyl bromide). The solvent is CN(C)C=O (DMF). Conditions: time 20 minute. Yields the product O1C(=CC=C1)C1=C2C(=NC(=N1)N)N(N=C2)CC2=CC(=CC=C2)[N+](=O)[O-] (4-(2-Furyl)-1-(3-nitrobenzyl)-1H-pyrazolo[3,4-d]pyrimidine-6-amine). Yield: 46.8%. As a reaction SMILES: [O:1]1[CH:5]=[CH:4][CH:3]=[C:2]1[C:6]1[N:11]=[C:10]([NH2:12])[N:9]=[C:8]2[NH:13][N:14]=[CH:15][C:7]=12.[H-].[Na+].[N+:18]([C:21]1[CH:22]=[C:23]([CH:26]=[CH:27][CH:28]=1)[CH2:24]Br)([O-:20])=[O:19].O>CN(C=O)C>[O:1]1[CH:5]=[CH:4][CH:3]=[C:2]1[C:6]1[N:11]=[C:10]([NH2:12])[N:9]=[C:8]2[N:13]([CH2:24][C:23]3[CH:26]=[CH:27][CH:28]=[C:21]([N+:18]([O-:20])=[O:19])[CH:22]=3)[N:14]=[CH:15][C:7]=12 |f:1.2|. Procedure: A solution of 4-(2-furyl)-1H-pyrazolo[3,4-d]pyrimidine-6-amine (603 mg, 3 mmol) in DMF (3 mL) at 0° C. was treated with NaH (120 mg, 60%, 3 mmol), stirred for 20 min, treated with 3-nitrobenzyl bromide (648 mg, 3 mmol), stirred at room temperature for 1 h, poured into water, extracted with EtOAc, dried (MgSO4) and concentrated in vacuo. The crude product was purified by chromatography EtOAc:Heptane, 1:1) to give the title compound as a cream solid (472 mg, 47%). A portion of the solid (70 mg) wa... Reactants: CCCCN1C(=O)NC(=C(C)C)C1=O, CI, CN(C)C=O, [H-], [Na+]. Product: CCCCN1C(=O)C(=C(C)C)N(C)C1=O. RXN SMILES: [CH2:1]([CH2:2][CH2:3][CH3:4])[N:5]1[C:6](=[O:14])[NH:7][C:8](=[C:11]([CH3:12])[CH3:13])[C:9]1=[O:10].[CH3:17][I:18].[CH3:19][N:20]([CH3:21])[CH:22]=[O:23].[H-:15].[Na+:16]>>[CH2:1]([CH2:2][CH2:3][CH3:4])[N:5]1[C:6](=[O:14])[N:7]([CH3:17])[C:8](=[C:11]([CH3:12])[CH3:13])[C:9]1=[O:10]. Starting materials: OCC1=C(SC(=C1C1=CC=C(C=C1)S(=O)(=O)C)C1=CC=C(C=C1)F)C(=O)O (3-Hydroxymethyl-5-(4-fluorophenyl)4-(4-(methylsulfonyl)phenyl)thiophene-2-carboxylic acid), 1-(3-dimethylamninopropyl)-3-ethyl-carbodiimide hydrochloride. Run in C(Cl)Cl (CH2Cl2). Run at time 20 minute. Product: FC1=CC=C(C=C1)C1=C(C2=C(C(OC2)=O)S1)C1=CC=C(C=C1)S(=O)(=O)C (2-(4-Fluorophenyl)-3-(4-(methylsulfonyl)phenyl)-4H-thieno[2,3-c]furan-6-one). Yield: 71.3%. As a reaction SMILES: O[CH2:2][C:3]1[C:7]([C:8]2[CH:13]=[CH:12][C:11]([S:14]([CH3:17])(=[O:16])=[O:15])=[CH:10][CH:9]=2)=[C:6]([C:18]2[CH:23]=[CH:22][C:21]([F:24])=[CH:20][CH:19]=2)[S:5][C:4]=1[C:25]([OH:27])=[O:26]>C(Cl)Cl>[F:24][C:21]1[CH:20]=[CH:19][C:18]([C:6]2[S:5][C:4]3[C:25](=[O:27])[O:26][CH2:2][C:3]=3[C:7]=2[C:8]2[CH:13]=[CH:12][C:11]([S:14]([CH3:17])(=[O:15])=[O:16])=[CH:10][CH:9]=2)=[CH:23][CH:22]=1. Procedure details: To a solution of 110 mg of the product of Step 7 in 15 mL of CH2Cl2 was added 110 mg of 1-(3-dimethylamninopropyl)-3-ethyl-carbodiimide hydrochloride. After stirring for 20 min, the reaction was quenched with 20 mL of sat. NaHCO3 and extracted with 50 mL of EtOAc. The extract was dried over MgSO4 and concentrated in vacuo. The crude product was suspended in 10 mL of 2:1 EtOAc/hexane with vigorously stirring for 2 h, and filtered to provide 75 mg of the title product as a white solid. Reactants: [Li]CCCC, CC1=NC(C)(C)CC(C)O1, CCCCCC, Cl, Fc1ccc(CCl)cc1, C1CCOC1, O. RXN SMILES: [CH2:11]([Li:12])[CH2:13][CH2:14][CH3:15].[CH3:1][C:2]1=[N:7][C:6]([CH3:8])([CH3:9])[CH2:5][CH:4]([CH3:10])[O:3]1.[CH3:31][CH2:32][CH2:33][CH2:34][CH2:35][CH3:36].[ClH:25].[F:16][c:17]1[cH:18][cH:19][c:20]([CH2:21][Cl:22])[cH:23][cH:24]1.[O:26]1[CH2:27][CH2:28][CH2:29][CH2:30]1.[OH2:37]>>[CH2:1]([C:2]1=[N:7][C:6]([CH3:8])([CH3:9])[CH2:5][CH:4]([CH3:10])[O:3]1)[CH2:21][c:20]1[cH:19][cH:18][c:17]([F:16])[cH:24][cH:23]1. Product: CC1CC(C)(C)N=C(CCc2ccc(F)cc2)O1. Starting materials: O=C([O-])[O-], Cc1c(-c2ccccc2)oc2c(C(=O)N(C)CCCl)cccc2c1=O, COc1ccccc1N1CCNCC1, CN(C)C=O, [I-], [K+], [K+], [K+]. Product: COc1ccccc1N1CCN(CCN(C)C(=O)c2cccc3c(=O)c(C)c(-c4ccccc4)oc23)CC1, Cl. As a reaction SMILES: [C:40](=[O:41])([O-:42])[O-:43].[CH3:1][N:2]([C:3](=[O:4])[c:5]1[cH:6][cH:7][cH:8][c:9]2[c:10](=[O:22])[c:11]([CH3:21])[c:12](-[c:15]3[cH:16][cH:17][cH:18][cH:19][cH:20]3)[o:13][c:14]12)[CH2:23][CH2:24][Cl:25].[CH3:26][O:27][c:28]1[c:29]([N:34]2[CH2:35][CH2:36][NH:37][CH2:38][CH2:39]2)[cH:30][cH:31][cH:32][cH:33]1.[CH3:48][N:49]([CH3:50])[CH:51]=[O:52].[I-:47].[K+:44].[K+:45].[K+:46]>>[CH3:1][N:2]([C:3](=[O:4])[c:5]1[cH:6][cH:7][cH:8][c:9]2[c:10](=[O:22])[c:11]([CH3:21])[c:12](-[c:15]3[cH:16][cH:17][cH:18][cH:19][cH:20]3)[o:13][c:14]12)[CH2:23][CH2:24][N:37]1[CH2:36][CH2:35][N:34]([c:29]2[c:28]([O:27][CH3:26])[cH:33][cH:32][cH:31][cH:30]2)[CH2:39][CH2:38]1.[ClH:25]. The reactants are ClC1=NC=C(C(=O)N)C=C1 (6-chloronicotinamide), N1CCC(CC1)O (piperidin-4-ol). Run in CCN(C(C)C)C(C)C (DIPEA). Run at temperature 110 celsius, time 8 hour. Yields the product OC1CCN(CC1)C1=NC=C(C(=O)N)C=C1 (6-(4-hydroxypiperidin-1-yl)nicotinamide). Yield: 74.9%. As a reaction SMILES: Cl[C:2]1[CH:10]=[CH:9][C:5]([C:6]([NH2:8])=[O:7])=[CH:4][N:3]=1.[NH:11]1[CH2:16][CH2:15][CH:14]([OH:17])[CH2:13][CH2:12]1>CCN(C(C)C)C(C)C>[OH:17][CH:14]1[CH2:15][CH2:16][N:11]([C:2]2[CH:10]=[CH:9][C:5]([C:6]([NH2:8])=[O:7])=[CH:4][N:3]=2)[CH2:12][CH2:13]1. Reported procedure: To the solution of 6-chloronicotinamide (5.0 g, 32 mmol) in DIPEA (50 mL), piperidin-4-ol (3.2 mg, 32 mmol) was added and the mixture was stirred at 110° C. for 8 h. The reaction mixture was concentrated under reduced pressure to afford the crude product. The residue was further purified by silica gel chromatography (DCM: MeOH=20:1) to afford the title compound (5.3 g, 75%) as a yellowish solid. [LCMS RtB=1.39 min, [M+H]+=222.1].